The task is: describe an organic reaction: reactants, conditions, products, and yield. This data is from the Open Reaction Database (ORD), a public repository of structured organic reaction records. Starting materials: FC(C=1C=C(C(=O)F)C=CC1)(F)F (3-trifluoromethylbenzoyl fluoride), 13.3, CC=1C=CC=C(C1C(=O)O)N (6-methylanthranilic acid), C(CCC)N(CCCC)CCCC (tri-n-butylamine), ClCC(C)Cl (1,2-dichloropropane). Conditions: time 20 minute. Product: FC(C=1C=C(C(=O)NC=2C(C(=O)O)=C(C=CC2)C)C=CC1)(F)F (N-(3'-trifluoromethylbenzoyl)-6-methylanthranilic acid). As a reaction SMILES: [F:1][C:2]([F:13])([F:12])[C:3]1[CH:4]=[C:5]([CH:9]=[CH:10][CH:11]=1)[C:6](F)=[O:7].[CH3:14][C:15]1[CH:16]=[CH:17][CH:18]=[C:19]([NH2:24])[C:20]=1[C:21]([OH:23])=[O:22].C(N(CCCC)CCCC)CCC.ClCC(Cl)C>>[F:1][C:2]([F:13])([F:12])[C:3]1[CH:4]=[C:5]([CH:9]=[CH:10][CH:11]=1)[C:6]([NH:24][C:19]1[C:20](=[C:15]([CH3:14])[CH:16]=[CH:17][CH:18]=1)[C:21]([OH:23])=[O:22])=[O:7]. Procedure: 15.4 parts of 3-trifluoromethylbenzoyl fluoride are added to a stirred mixture of 13.3 parts of 6-methylanthranilic acid and 16.3 parts of tri-n-butylamine in 250 parts of 1,2-dichloropropane at 20°-25° C., and stirring is continued for 20 minutes. The precipitate formed is filtered off and washed with 1 N hydrochloric acid and then with water; the organic filtrate is washed similarly, dried and evaporated down. 27 parts of N-(3'-trifluoromethylbenzoyl)-6-methylanthranilic acid, of melting point... Reactants: NC1=NC=C(C=C1)C (2-amino-5-picoline), ClCC(=O)CCl (1,3-dichloroacetone), COCCOC (1,2-dimethoxyethane). Run in C(C)O (ethanol). Reaction conditions: time 2.75 hour. The product is ClCC=1N=C2N(C=C(C=C2)C)C1 (2-(chloromethyl)-6-methylimidazo[1,2-a]pyridine). Isolated yield 17.9%. RXN SMILES: [NH2:1][C:2]1[CH:7]=[CH:6][C:5]([CH3:8])=[CH:4][N:3]=1.[Cl:9][CH2:10][C:11]([CH2:13]Cl)=O.COCCOC>C(O)C>[Cl:9][CH2:10][C:11]1[N:1]=[C:2]2[CH:7]=[CH:6][C:5]([CH3:8])=[CH:4][N:3]2[CH:13]=1. Reported procedure: A mixture of 2-amino-5-picoline (Aldrich; 5.028 g), 1,3-dichloroacetone (Aldrich; 5.893 g), and 1,2-dimethoxyethane (Aldrich; 43 mL) is stirred for 1 h at 55° C., at which time ethanol (47 mL) is added and the mixture is stirred for 2.75 h at reflux. The mixture is then concentrated under reduced pressure and partitioned between dichloromethane and saturated aq. sodium bicarbonate. The combined organic layers are washed with brine, dried with MgSO4, and concentrated under reduced pressure. The r... Reactants: CC(=O)SCC(CC(C)C)C(=O)NCC(=O)NCCCC(=O)O, C1CCC(NC2CCCCC2)CC1, [Na+], [OH-], O. The product is CC(C)CC(CS)C(=O)NCC(=O)NCCCC(=O)O. Reaction SMILES: [C:1](=[O:2])([CH3:3])[S:4][CH2:5][CH:6]([C:7](=[O:8])[NH:9][CH2:10][C:11](=[O:12])[NH:13][CH2:14][CH2:15][CH2:16][C:17](=[O:18])[OH:19])[CH2:20][CH:21]([CH3:22])[CH3:23].[CH:24]1([NH:25][CH:26]2[CH2:27][CH2:28][CH2:29][CH2:30][CH2:31]2)[CH2:32][CH2:33][CH2:34][CH2:35][CH2:36]1.[Na+:38].[OH-:37].[OH2:39]>>[SH:4][CH2:5][CH:6]([C:7](=[O:8])[NH:9][CH2:10][C:11](=[O:12])[NH:13][CH2:14][CH2:15][CH2:16][C:17](=[O:18])[OH:19])[CH2:20][CH:21]([CH3:22])[CH3:23]. Reactants: S(=O)(Cl)Cl (thionyl chloride), ClC1=CC=C(C=C1)C=1OC(=C(N1)C)COC(C(=O)O)(C)C (2-[[2-(4-chlorophenyl)-4-methyl-5-oxazolyl]methoxy]-2-methylpropionic acid), C(C)O (ethanol), acid chloride. Reagents/catalysts: CN(C=O)C (dimethylformamide). Run in ClCCl (dichloromethane). Conditions: time 18 hour. The product is ClC1=CC=C(C=C1)C=1OC(=C(N1)C)COC(C(=O)OCC)(C)C (ethyl 2-[[2-(4-chlorophenyl)-4-methyl-5-oxazolyl]methoxy]-2-methylpropionate). Yield: 57.2%. Reaction SMILES: [Cl:1][C:2]1[CH:7]=[CH:6][C:5]([C:8]2[O:9][C:10]([CH2:14][O:15][C:16]([CH3:21])([CH3:20])[C:17]([OH:19])=[O:18])=[C:11]([CH3:13])[N:12]=2)=[CH:4][CH:3]=1.S(Cl)(Cl)=O.[CH2:26](O)[CH3:27]>ClCCl.CN(C)C=O>[Cl:1][C:2]1[CH:7]=[CH:6][C:5]([C:8]2[O:9][C:10]([CH2:14][O:15][C:16]([CH3:21])([CH3:20])[C:17]([O:19][CH2:26][CH3:27])=[O:18])=[C:11]([CH3:13])[N:12]=2)=[CH:4][CH:3]=1. Procedure: 4.44 g (14.5 mmol) of 2-[[2-(4-chlorophenyl)-4-methyl-5-oxazolyl]methoxy]-2-methylpropionic acid were dissolved in 40 ml of dry dichloromethane and 1 drop of dimethylformamide was added. 1.9 g (16 mmol) of thionyl chloride were added and the mixture was heated to reflux for 4 hours. 70 ml of ethanol were added slowly to a stirred solution of the thus-obtained acid chloride at 0° C. and the mixture was stirred for 18 hours. The solvent was removed under reduced pressure and the residue was purifi...